From a dataset of the Open Reaction Database (ORD), a public repository of structured organic reaction records. describe an organic reaction: reactants, conditions, products, and yield Procedure: Paraformaldehyde (6.32 g) was added portionwise to a solution of 211 (2.21 g, 7.04 mmol) in toluene (55 ml) with pTSA (60 mg). The reaction mixture was heated under reflux for 2 h. Further paraformaldehyde (632 mg) was added and heating under reflux was continued overnight. Additional pTSA (60 mg) and paraformaldehyde (1.9 g) was added to the reaction mixture portionwise over 2 h. The solution was cooled to rt, water (50 ml) and ethyl acetate (60 ml) were added. The layers were separated and the... Conditions: time 8 hour. The reagents and catalysts are CC=1C=CC(=CC1)S(=O)(=O)O (pTSA), CC=1C=CC(=CC1)S(=O)(=O)O (pTSA). Solvent: C1(=CC=CC=C1)C (toluene). Reactants: C=O (paraformaldehyde), C=O (Paraformaldehyde), C(C1=CC=CC=C1)OC=1C=C(C=CC1OC)CC(C)NC(C)=O (N-(1-(3-(Benzyloxy)-4-methoxyphenyl)propan-2-yl)acetamide), O (water), C(C)(=O)OCC (ethyl acetate), C=O (paraformaldehyde). Yields the product C(C1=CC=CC=C1)OC=1C=C2CC(N(CC2=CC1OC)C(C)=O)C (1-(6-(Benzyloxy)-3,4-dihydro-7-methoxy-3-methylisoquinolin-2(1H)-yl)ethanone). The yield is 94.0%. RXN SMILES: C=O.[CH2:3]([O:10][C:11]1[CH:12]=[C:13]([CH2:19][CH:20]([NH:22][C:23](=[O:25])[CH3:24])[CH3:21])[CH:14]=[CH:15][C:16]=1[O:17][CH3:18])[C:4]1[CH:9]=[CH:8][CH:7]=[CH:6][CH:5]=1.O.[C:27](OCC)(=O)C>C1(C)C=CC=CC=1.CC1C=CC(S(O)(=O)=O)=CC=1>[CH2:3]([O:10][C:11]1[CH:12]=[C:13]2[C:14](=[CH:15][C:16]=1[O:17][CH3:18])[CH2:27][N:22]([C:23](=[O:25])[CH3:24])[CH:20]([CH3:21])[CH2:19]2)[C:4]1[CH:9]=[CH:8][CH:7]=[CH:6][CH:5]=1.